From a dataset of the Open Reaction Database (ORD), a public repository of structured organic reaction records. describe an organic reaction: reactants, conditions, products, and yield The reactants are OCC1=NC2=C(N1CCCC#N)C=CC=C2 (4-(2-hydroxymethyl-benzoimidazol-1-yl)-butyronitrile), 25a, Cl.NO (hydroxylamine hydrochloride), C([O-])([O-])=O.[K+].[K+] (potassium carbonate). The solvent is C(C)O (ethanol), O (water). The yield is 78.0%. The product is ONC(CCCN1C(=NC2=C1C=CC=C2)CO)=N (N-hydroxy-4-(2-hydroxymethyl-benzoimidazol-1-yl)-butyramidine). Procedure details: A mixture containing 4-(2-hydroxymethyl-benzoimidazol-1-yl)-butyronitrile, 25a, (40.0 g, 186 mmol), hydroxylamine hydrochloride (46.5 g, 0.689 mole) and potassium carbonate (51.4 g, 0.372 mole) in ethanol (400 mL) and water (200 mL) was heated at 80° C. and stirred overnight. The solvents were removed in vacuo and water was added. The white precipitate was collected by filtration, washed with water and dried in vacuo to afford N-hydroxy-4-(2-hydroxymethyl-benzoimidazol-1-yl)-butyramidine (35.8 g... Reaction SMILES: [OH:1][CH2:2][C:3]1[N:7]([CH2:8][CH2:9][CH2:10][C:11]#[N:12])[C:6]2[CH:13]=[CH:14][CH:15]=[CH:16][C:5]=2[N:4]=1.Cl.[NH2:18][OH:19].C(=O)([O-])[O-].[K+].[K+]>C(O)C.O>[OH:19][NH:18][C:11](=[NH:12])[CH2:10][CH2:9][CH2:8][N:7]1[C:6]2[CH:13]=[CH:14][CH:15]=[CH:16][C:5]=2[N:4]=[C:3]1[CH2:2][OH:1] |f:1.2,3.4.5|. Conditions: temperature 80 celsius, time 8 hour. Reaction SMILES: [C:1]([O:2][C:3](=[O:4])[NH:7][c:8]1[c:9]([NH:22][C:23]([CH2:24][C:25](=[O:5])[c:27]2[cH:28][c:29]([C:33]#[N:34])[cH:30][cH:31][cH:32]2)=[O:35])[cH:10][c:11](-[c:14]2[cH:15][c:16]([O:20][CH3:21])[cH:17][cH:18][cH:19]2)[cH:12][cH:13]1)([CH3:6])([CH3:26])[CH3:36].[Cl:44][CH2:45][Cl:46].[F:37][C:38]([F:39])([F:40])[C:41]([OH:42])=[O:43]>>[N:7]1=[C:25]([c:27]2[cH:28][c:29]([C:33]#[N:34])[cH:30][cH:31][cH:32]2)[CH2:24][C:23](=[O:35])[NH:22][c:9]2[c:8]1[cH:13][cH:12][c:11](-[c:14]1[cH:15][c:16]([O:20][CH3:21])[cH:17][cH:18][cH:19]1)[cH:10]2. Starting materials: COc1cccc(-c2ccc(NC(=O)OC(C)(C)C)c(NC(=O)CC(=O)c3cccc(C#N)c3)c2)c1, ClCCl, O=C(O)C(F)(F)F. Yields the product COc1cccc(-c2ccc3c(c2)NC(=O)CC(c2cccc(C#N)c2)=N3)c1.